This data is from the Open Reaction Database (ORD), a public repository of structured organic reaction records. The task is: describe an organic reaction: reactants, conditions, products, and yield The reactants are CCOC(=O)c1csc(C(F)F)c1, CCO, [Na+], C1CCOC1, [OH-]. Yields the product O=C(O)c1csc(C(F)F)c1. Reaction SMILES: [CH2:1]([CH3:2])[O:3][C:4](=[O:5])[c:6]1[cH:7][s:8][c:9]([CH:11]([F:12])[F:13])[cH:10]1.[CH3:14][CH2:15][OH:16].[Na+:23].[O:17]1[CH2:18][CH2:19][CH2:20][CH2:21]1.[OH-:22]>>[O:3]=[C:4]([OH:5])[c:6]1[cH:7][s:8][c:9]([CH:11]([F:12])[F:13])[cH:10]1. The reactants are O=N[O-], CC(c1ccc(-c2ccc(N)nc2)cc1)N1CCC(CCCO)(c2ccc(F)cc2)OC1=O, [Na+], [Na+], [OH-], O=S(=O)(O)O. Yields the product CC(c1ccc(-c2ccc(=O)[nH]c2)cc1)N1CCC(CCCO)(c2ccc(F)cc2)OC1=O. As a reaction SMILES: [N:34](=[O:35])[O-:36].[NH2:1][c:2]1[cH:3][cH:4][c:5](-[c:8]2[cH:9][cH:10][c:11]([CH:14]([CH3:15])[N:16]3[C:17](=[O:33])[O:18][C:19]([CH2:22][CH2:23][CH2:24][OH:25])([c:26]4[cH:27][cH:28][c:29]([F:32])[cH:30][cH:31]4)[CH2:20][CH2:21]3)[cH:12][cH:13]2)[cH:6][n:7]1.[Na+:37].[Na+:39].[OH-:38].[S:40](=[O:41])(=[O:42])([OH:43])[OH:44]>>[c:2]1(=[O:35])[cH:3][cH:4][c:5](-[c:8]2[cH:9][cH:10][c:11]([CH:14]([CH3:15])[N:16]3[C:17](=[O:33])[O:18][C:19]([CH2:22][CH2:23][CH2:24][OH:25])([c:26]4[cH:27][cH:28][c:29]([F:32])[cH:30][cH:31]4)[CH2:20][CH2:21]3)[cH:12][cH:13]2)[cH:6][nH:7]1.